describe an organic reaction: reactants, conditions, products, and yield From a dataset of the Open Reaction Database (ORD), a public repository of structured organic reaction records. Reactants: CCCc1cc(C)[nH]c(=O)c1CNC(=O)c1cc(-c2ccc(N3CCC(N(C(=O)[O-])C(C)(C)C)CC3)nc2)cc(N(CC)C2CCOCC2)c1C, ClCCl, O=C(O)C(F)(F)F. Yields the product CCCc1cc(C)[nH]c(=O)c1CNC(=O)c1cc(-c2ccc(N3CCC(N)CC3)nc2)cc(N(CC)C2CCOCC2)c1C. RXN SMILES: [C:1]([N:5]([C:2](=[O:3])[O-:4])[CH:9]1[CH2:10][CH2:11][N:12]([c:15]2[n:16][cH:17][c:18](-[c:21]3[cH:22][c:23]([N:43]([CH:44]4[CH2:45][CH2:46][O:47][CH2:48][CH2:49]4)[CH2:50][CH3:51])[c:24]([CH3:42])[c:25]([C:27]([NH:28][CH2:29][c:30]4[c:31](=[O:40])[nH:32][c:33]([CH3:39])[cH:34][c:35]4[CH2:36][CH2:37][CH3:38])=[O:41])[cH:26]3)[cH:19][cH:20]2)[CH2:13][CH2:14]1)([CH3:6])([CH3:7])[CH3:8].[Cl:59][CH2:60][Cl:61].[F:52][C:53]([F:54])([F:55])[C:56]([OH:57])=[O:58]>>[NH2:5][CH:9]1[CH2:10][CH2:11][N:12]([c:15]2[n:16][cH:17][c:18](-[c:21]3[cH:22][c:23]([N:43]([CH:44]4[CH2:45][CH2:46][O:47][CH2:48][CH2:49]4)[CH2:50][CH3:51])[c:24]([CH3:42])[c:25]([C:27]([NH:28][CH2:29][c:30]4[c:31](=[O:40])[nH:32][c:33]([CH3:39])[cH:34][c:35]4[CH2:36][CH2:37][CH3:38])=[O:41])[cH:26]3)[cH:19][cH:20]2)[CH2:13][CH2:14]1. Reactants: ClCC1=NC(=CC=C1)SC1CCCC1 (2-Chloromethyl-6-cyclopentylsulfanyl-pyridine), COC(CC1C(C1)C1=CC(=C(C=C1)O)F)=O ([2-(3-fluoro-4-hydroxy-phenyl)-cyclopropyl]-acetic acid methyl ester). The product is C1(CCCC1)SC1=CC=CC(=N1)COC1=C(C=C(C=C1)C1C(C1)CC(=O)O)F ({2-[4-(6-cyclopentylsulfanyl-pyridin-2-ylmethoxy)-3-fluoro-phenyl]-cyclopropyl}-acetic acid). Isolated yield 90.6%. As a reaction SMILES: Cl[CH2:2][C:3]1[CH:8]=[CH:7][CH:6]=[C:5]([S:9][CH:10]2[CH2:14][CH2:13][CH2:12][CH2:11]2)[N:4]=1.C[O:16][C:17](=[O:30])[CH2:18][CH:19]1[CH2:21][CH:20]1[C:22]1[CH:27]=[CH:26][C:25]([OH:28])=[C:24]([F:29])[CH:23]=1>>[CH:10]1([S:9][C:5]2[N:4]=[C:3]([CH2:2][O:28][C:25]3[CH:26]=[CH:27][C:22]([CH:20]4[CH2:21][CH:19]4[CH2:18][C:17]([OH:30])=[O:16])=[CH:23][C:24]=3[F:29])[CH:8]=[CH:7][CH:6]=2)[CH2:14][CH2:13][CH2:12][CH2:11]1. Procedure: 2-Chloromethyl-6-cyclopentylsulfanyl-pyridine (0.026 g, 0.11 mmol) obtained in Step C of Preparation Example 27 and [2-(3-fluoro-4-hydroxy-phenyl)-cyclopropyl]-acetic acid methyl ester (0.026 g, 0.11 mmol) obtained in Step F of Preparation Example 53 were used to react sequentially in the same manner as in Steps A and B of Example 1 to obtain the title compound (0.040 g, 87%). Reactants: IC1=C(C=C(C=C1)S(=O)(=O)C)C(=O)N1CCN(CC1)C1=CC=C(C=C1)C(F)(F)F ((2-Iodo-5-methanesulfonyl-phenyl)-[4-(4-trifluoromethyl-phenyl)-piperazin-1-yl]-methanone), N1N=CC=C1 (pyrazole), C([O-])([O-])=O.[K+].[K+] (potassium carbonate), N[C@H]1[C@@H](CCCC1)N (Trans-1,2-diaminocyclohexane). Reagents/catalysts: [Cu]I (CuI). Solvent: O1CCOCC1 (dioxane). Conditions: temperature 120 celsius. Yields the product CS(=O)(=O)C=1C=CC(=C(C1)C(=O)N1CCN(CC1)C1=CC=C(C=C1)C(F)(F)F)N1N=CC=C1 ((5-Methanesulfonyl-2-pyrazol-1-yl-phenyl)-[4-(4-trifluoromethyl-phenyl)-piperazin-1-yl]-methanone). Yield: 20.9%. RXN SMILES: I[C:2]1[CH:7]=[CH:6][C:5]([S:8]([CH3:11])(=[O:10])=[O:9])=[CH:4][C:3]=1[C:12]([N:14]1[CH2:19][CH2:18][N:17]([C:20]2[CH:25]=[CH:24][C:23]([C:26]([F:29])([F:28])[F:27])=[CH:22][CH:21]=2)[CH2:16][CH2:15]1)=[O:13].[NH:30]1[CH:34]=[CH:33][CH:32]=[N:31]1.C(=O)([O-])[O-].[K+].[K+].N[C@@H]1CCCC[C@H]1N>[Cu]I.O1CCOCC1>[CH3:11][S:8]([C:5]1[CH:6]=[CH:7][C:2]([N:30]2[CH:34]=[CH:33][CH:32]=[N:31]2)=[C:3]([C:12]([N:14]2[CH2:19][CH2:18][N:17]([C:20]3[CH:25]=[CH:24][C:23]([C:26]([F:29])([F:28])[F:27])=[CH:22][CH:21]=3)[CH2:16][CH2:15]2)=[O:13])[CH:4]=1)(=[O:10])=[O:9] |f:2.3.4|. Procedure: In a tube were added successively (2-Iodo-5-methanesulfonyl-phenyl)-[4-(4-trifluoromethyl-phenyl)-piperazin-1-yl]-methanone (compound CK, 0.1 g, 0.19 mmol), pyrazole (15 mg, 0.223 mmol), potassium carbonate (51 mg, 0.37 mmol), CuI (7 mg, 0.037 mmol), Trans-1,2-diaminocyclohexane (9 ul, 0.07 mmol) and dioxane (0.4 ml). The mixture was heated under argon at 120° C. for 24 hours. The reaction mixture was cooled to room temperature and quenched with water/dichloromethane. The aqueous layer was extra...